This data is from the Open Reaction Database (ORD), a public repository of structured organic reaction records. The task is: describe an organic reaction: reactants, conditions, products, and yield The reactants are N#Cc1ccc(Br)cc1, C=CCCC(=O)O, CC(=O)[O-], CC(=O)[O-], CC(=O)[O-], CCCC[N+](CCCC)(CCCC)CCCC, [Cl-], [K+], [Na+], [Na+], O=C([O-])[O-], CN(C)C=O, [Pd+2], c1ccc(P(c2ccccc2)c2ccccc2)cc1. The product is N#Cc1ccc(C=CCCC(=O)O)cc1. As a reaction SMILES: [Br:20][c:21]1[cH:22][cH:23][c:24]([C:25]#[N:26])[cH:27][cH:28]1.[C:34]([CH2:35][CH2:36][CH:37]=[CH2:38])(=[O:39])[OH:40].[C:65]([O-:66])(=[O:67])[CH3:68].[C:70]([O-:71])(=[O:72])[CH3:73].[CH3:30][C:31](=[O:32])[O-:33].[CH3:48][CH2:49][CH2:50][CH2:51][N+:52]([CH2:53][CH2:54][CH2:55][CH3:56])([CH2:57][CH2:58][CH2:59][CH3:60])[CH2:61][CH2:62][CH2:63][CH3:64].[Cl-:47].[K+:29].[Na+:41].[Na+:42].[O-:43][C:44](=[O:45])[O-:46].[O:74]=[CH:75][N:76]([CH3:77])[CH3:78].[Pd+2:69].[c:1]1([P:2]([c:3]2[cH:4][cH:5][cH:6][cH:7][cH:8]2)[c:9]2[cH:10][cH:11][cH:12][cH:13][cH:14]2)[cH:15][cH:16][cH:17][cH:18][cH:19]1>>[c:21]1([CH:38]=[CH:37][CH2:36][CH2:35][C:34](=[O:39])[OH:40])[cH:22][cH:23][c:24]([C:25]#[N:26])[cH:27][cH:28]1. The reactants are BrC=1C=CC(=NC1)[N+](=O)[O-] (5-Bromo-2-nitropyridine), CC1CNCC(O1)C (2,6-dimethyl-morpholine), C([O-])([O-])=O.[K+].[K+] (potassium carbonate). Reagents/catalysts: [I-].C(CCC)[N+](CCCC)(CCCC)CCCC (tetra-n-butyl ammonium iodide). The solvent is CS(=O)C (DMSO), C(C)(=O)OCC (ethyl acetate). Conditions: temperature 80 celsius. Yields the product CC1CN(CC(O1)C)C=1C=NC(=CC1)[N+](=O)[O-] (2,6-dimethyl-4-(6-nitro-pyridin-3-yl)-morpholine). The yield is 77.6%. RXN SMILES: Br[C:2]1[CH:3]=[CH:4][C:5]([N+:8]([O-:10])=[O:9])=[N:6][CH:7]=1.[CH3:11][CH:12]1[O:17][CH:16]([CH3:18])[CH2:15][NH:14][CH2:13]1.C(=O)([O-])[O-].[K+].[K+]>[I-].C([N+](CCCC)(CCCC)CCCC)CCC.CS(C)=O.C(OCC)(=O)C>[CH3:18][CH:16]1[O:17][CH:12]([CH3:11])[CH2:13][N:14]([C:2]2[CH:7]=[N:6][C:5]([N+:8]([O-:10])=[O:9])=[CH:4][CH:3]=2)[CH2:15]1 |f:2.3.4,5.6|. Procedure details: 5-Bromo-2-nitropyridine (4.84 g, 23.84 mmol), tetra-n-butyl ammonium iodide (0.440 g, 1.19 mmol), 2,6-dimethyl-morpholine (3.02 g, 26.22 mmol) and potassium carbonate (3.62 g, 26.22 mmol) were mixed in DMSO (45 mL). The reaction mixture was warmed to 80° C. for 6 hours. The reaction mixture was diluted with ethyl acetate and filtered. The volume of the filtrate was reduced to remove ethyl acetate, and the remaining solution was diluted with water (50 mL). A precipitate immediately formed and was...